This data is from the Open Reaction Database (ORD), a public repository of structured organic reaction records. The task is: describe an organic reaction: reactants, conditions, products, and yield Reactants: O=C(CCl)N1CCOCC1, CC(C)n1ncnc1-c1nc2c(s1)CCOc1cc(C3CNC3)ccc1-2. The product is CC(C)n1ncnc1-c1nc2c(s1)CCOc1cc(C3CN(CC(=O)N4CCOCC4)C3)ccc1-2. As a reaction SMILES: [Cl:27][CH2:28][C:29](=[O:30])[N:31]1[CH2:32][CH2:33][O:34][CH2:35][CH2:36]1.[NH:1]1[CH2:2][CH:3]([c:5]2[cH:6][c:7]3[c:8]([cH:25][cH:26]2)-[c:9]2[n:10][c:11](-[c:17]4[n:18]([CH:22]([CH3:23])[CH3:24])[n:19][cH:20][n:21]4)[s:12][c:13]2[CH2:14][CH2:15][O:16]3)[CH2:4]1>>[N:1]1([CH2:28][C:29](=[O:30])[N:31]2[CH2:32][CH2:33][O:34][CH2:35][CH2:36]2)[CH2:2][CH:3]([c:5]2[cH:6][c:7]3[c:8]([cH:25][cH:26]2)-[c:9]2[n:10][c:11](-[c:17]4[n:18]([CH:22]([CH3:23])[CH3:24])[n:19][cH:20][n:21]4)[s:12][c:13]2[CH2:14][CH2:15][O:16]3)[CH2:4]1. Run in CC(=O)C (acetone). Product: C1(CC(CCCC1)=O)=O (Cycloheptan-1,3-dione). The yield is 58.0%. Run at time 15 minute. Reaction SMILES: [OH:1][CH:2]1[CH2:8][CH2:7][CH2:6][CH2:5][C:4](=[O:9])[CH2:3]1>CC(C)=O>[C:4]1(=[O:9])[CH2:5][CH2:6][CH2:7][CH2:8][C:2](=[O:1])[CH2:3]1. The reactants are OC1CC(CCCC1)=O (3-hydroxycycloheptanone), reagent. Procedure details: To a 10°-20° C. solution of 20 g. (0.156 mole) of 3-hydroxycycloheptanone in 700 ml. of acetone was slowly added 54.9 ml. of 2.67M Jone's reagent (0.146 mole). The mixture was stirred 15 minutes and then quenched by addition of 12 ml. of isopropanol. The reactlon was filtered through diatomaceous earth and the filtrate concentrated on a rotovapor to about 100 ml. The residue was diluted with 300 ml. of saturated sodium chloride and then extracted with six 250 ml. portions of ether. The combined ... Reactants: C(=O)(O)C12CC3(CC(CC(C1)(C3)O)(C2)O)O (1-carboxy-3,5,7-adamantanetriol), C(C=C)(=O)OCCO (2-hydroxyethyl acrylate). Run in C1(=CC=CC=C1)C (toluene). The product is C(C=C)(=O)OC(C)OC(=O)C12CC3(CC(CC(C1)(C3)O)(C2)O)O (1-acryloyloxyethoxycarbonyl-3,5,7-adamantanetriol). As a reaction SMILES: [C:1]([C:4]12[CH2:14][C:8]3([OH:15])[CH2:9][C:10]([OH:13])([CH2:12][C:6]([OH:16])([CH2:7]3)[CH2:5]1)[CH2:11]2)([OH:3])=[O:2].[C:17]([O:21][CH2:22][CH2:23]O)(=[O:20])[CH:18]=[CH2:19]>C1(C)C=CC=CC=1>[C:17]([O:21][CH:22]([O:2][C:1]([C:4]12[CH2:5][C:6]3([OH:16])[CH2:7][C:8]([OH:15])([CH2:9][C:10]([OH:13])([CH2:12]3)[CH2:11]1)[CH2:14]2)=[O:3])[CH3:23])(=[O:20])[CH:18]=[CH2:19]. Reported procedure: 1 mmol of 1-carboxy-3,5,7-adamantanetriol and 2.5 mmol of 2-hydroxyethyl acrylate were reacted in toluene to give 1-acryloyloxyethoxycarbonyl-3,5,7-adamantanetriol. To 30 ml of tetrahydrofuran were added 5 mmol of 1-acryloyloxyethoxycarbonyl-3,5,7-adamantanetriol, 25 mmol of acetoaldehyde, and 1 mmol of p-toluenesulfonic acid, and the mixture was acetalized in the same manner as in Example 1 to give the object compound 1-acryloyloxyethoxycarbonyl-3,5,7-tri(1-hydroxyethoxy)adamantane (actalilzed ... The reactants are Ni Al, C(=O)O (formic acid), C(#N)C=1C=C2C(C3=C(CCN2C1)C=CC=C3)(O)CCCN(C)C (2-Cyano-11-(3-dimethylaminopropyl)-11-hydroxy-6,11-dihydro-5H-pyrrolo[2,1-b][3]benzazepine), C(C(=O)O)(=O)O (oxalic acid). The solvent is C(C)O (ethanol). Yields the product oxalate salt, C(=O)C=1C=C2C(C3=C(CCN2C1)C=CC=C3)=CCCN(C)C (2-formyl-11-(3-dimethylaminopropylidene)-6,11-dihydro-5H-pyrrolo[2,1-b][3]-benzazepine), C(C(=O)O)(=O)O.C(=O)C=1C=C2C(C3=C(CCN2C1)C=CC=C3)=CCCN(C)C (2-formyl-11-(3-dimethylaminopropylidene)-6,11-dihydro-5H-pyrrolo[2,1-b][3]benzazepine oxalate). RXN SMILES: [C:1]([C:3]1[CH:4]=[C:5]2[N:11]([CH:12]=1)[CH2:10][CH2:9][C:8]1[CH:13]=[CH:14][CH:15]=[CH:16][C:7]=1[C:6]2([CH2:18][CH2:19][CH2:20][N:21]([CH3:23])[CH3:22])O)#N.[CH:24]([OH:26])=[O:25].[C:27]([OH:32])(=[O:31])[C:28]([OH:30])=[O:29]>C(O)C>[CH:1]([C:3]1[CH:4]=[C:5]2[N:11]([CH:12]=1)[CH2:10][CH2:9][C:8]1[CH:13]=[CH:14][CH:15]=[CH:16][C:7]=1[C:6]2=[CH:18][CH2:19][CH2:20][N:21]([CH3:23])[CH3:22])=[O:25].[C:27]([OH:32])(=[O:31])[C:28]([OH:30])=[O:29].[CH:24]([C:3]1[CH:4]=[C:5]2[N:11]([CH:12]=1)[CH2:10][CH2:9][C:8]1[CH:13]=[CH:14][CH:15]=[CH:16][C:7]=1[C:6]2=[CH:18][CH2:19][CH2:20][N:21]([CH3:23])[CH3:22])=[O:26] |f:5.6|. Procedure: 2-Cyano-11-(3-dimethylaminopropyl)-11-hydroxy-6,11-dihydro-5H-pyrrolo[2,1-b][3]benzazepine (.62 g.) and 6.2 g. Ni-Al 1:1 alloy powder (BDH Chemicals Ltd., Pool England) in 50 ml. 75% formic acid is refluxed for 1 hr. The dark red suspension is cooled, filtered to remove the insolubles, washed with formic acid and evaporated to dryness. The yield of this red oil is 3.4 g. (57%) and it slowly crystallizes on cooling. The oxalate salt of 2-formyl-11-(3-dimethylaminopropylidene)-6,11-dihydro-5H-pyrr... Starting materials: C(C)(=O)OC1C(C(CC1N1C(NC2=C1C=C(C(=C2)Cl)Cl)=S)COC(C)=O)OC(C)=O (3-(acetoxymethyl)-5-(5,6-dichloro-2,3-dihydro-2-thioxo-1H-benzimidazol-1-yl)-1,2-cyclopentanediyl diacetate), C(C1=CC=CC=C1)Br (benzyl bromide), C([O-])([O-])=O.[K+].[K+] (potassium carbonate). Solvent: O1CCOCC1 (dioxane). Conditions: time 2.5 day. Yields the product C(C1=CC=CC=C1)SC1=NC2=C(N1C1CC(C(C1O)O)CO)C=C(C(=C2)Cl)Cl (5-[2-(Benzylthio)-5,6-dichloro-1H-benzimidazol-1-yl]-3-(hydroxymethyl)-1,2-cyclopentanediol). Yield: 65.0%. RXN SMILES: C([O:4][CH:5]1[CH:9]([N:10]2[C:14]3[CH:15]=[C:16]([Cl:20])[C:17]([Cl:19])=[CH:18][C:13]=3[NH:12][C:11]2=[S:21])[CH2:8][CH:7]([CH2:22][O:23]C(=O)C)[CH:6]1[O:27]C(=O)C)(=O)C.[CH2:31](Br)[C:32]1[CH:37]=[CH:36][CH:35]=[CH:34][CH:33]=1.C(=O)([O-])[O-].[K+].[K+]>O1CCOCC1>[CH2:31]([S:21][C:11]1[N:10]([CH:9]2[CH:5]([OH:4])[CH:6]([OH:27])[CH:7]([CH2:22][OH:23])[CH2:8]2)[C:14]2[CH:15]=[C:16]([Cl:20])[C:17]([Cl:19])=[CH:18][C:13]=2[N:12]=1)[C:32]1[CH:37]=[CH:36][CH:35]=[CH:34][CH:33]=1 |f:2.3.4|. Procedure: A mixture of (±)-(1R*, 2S*, 3S*, 5S*)-3-(acetoxymethyl)-5-(5,6-dichloro-2,3-dihydro-2-thioxo-1H-benzimidazol-1-yl)-1,2-cyclopentanediyl diacetate (0.50 g, 1.05 mmol), benzyl bromide (0.3 mL, 2.5 mmol) and anhydrous potassium carbonate (0.145 g, 1.05 mequiv as 98%) in dioxane (5 mL) was stirred vigorously at ambient temperature for 2.5 days. Volatiles were evaporated in vacuo and the residue partitioned between chloroform and water. The chloroform layer was dried(sodium sulfate) and concentrated ... Starting materials: BrC=1SC=CC1 (2-bromothiophene), COC1=CC=C(C(=O)Cl)C=C1 (p-methoxybenzoyl chloride), stannic chloride. The solvent is C(Cl)Cl (methylene chloride). Conditions: time 2 hour. Yields the product BrC=1SC(=CC1)C(C1=CC=C(C=C1)OC)=O (2-Bromo-5-(4-methoxybenzoyl)thiophene). RXN SMILES: [Br:1][C:2]1[S:3][CH:4]=[CH:5][CH:6]=1.[CH3:7][O:8][C:9]1[CH:17]=[CH:16][C:12]([C:13](Cl)=[O:14])=[CH:11][CH:10]=1>C(Cl)Cl>[Br:1][C:2]1[S:3][C:4]([C:13](=[O:14])[C:12]2[CH:16]=[CH:17][C:9]([O:8][CH3:7])=[CH:10][CH:11]=2)=[CH:5][CH:6]=1. Procedure: To a cold (0°-5° C.) solution of 2-bromothiophene (32.6 g, 0.2 mol) and p-methoxybenzoyl chloride (34.1 g, 0.2 mol) in methylene chloride was added anhydrous stannic chloride (52 g, 0.2 mol) dropwise over about one hour. When addition was complete, the cooling bath was removed and the solution was stirred for an additional two hours. A solution of water (90 mL) and concentrated hydrochloric acid (10 mL) was added dropwise and the layers were separated. The organic layer was washed with water, sa... Reactants: O.O.[Sn](Cl)Cl (tin(II) chloride dihydrate), CC1CCN(CC1)CCCSC1=CC=C(C=C1)[N+](=O)[O-] (4-methyl-1-[3-[(4-nitrophenyl)thio]propyl]piperidine), C([O-])([O-])=O.[K+].[K+] (potassium carbonate). The solvent is O (water), C(C)(=O)OCC (ethyl acetate), C(C)O (ethanol). Run at time 5 hour. The product is NC1=CC=C(C=C1)SCCCN1CCC(CC1)C (1-[3-[(4-Aminophenyl)thio]propyl]-4-methylpiperidine). As a reaction SMILES: [CH3:1][CH:2]1[CH2:7][CH2:6][N:5]([CH2:8][CH2:9][CH2:10][S:11][C:12]2[CH:17]=[CH:16][C:15]([N+:18]([O-])=O)=[CH:14][CH:13]=2)[CH2:4][CH2:3]1.O.O.[Sn](Cl)Cl.C(=O)([O-])[O-].[K+].[K+]>C(O)C.O.C(OCC)(=O)C>[NH2:18][C:15]1[CH:14]=[CH:13][C:12]([S:11][CH2:10][CH2:9][CH2:8][N:5]2[CH2:6][CH2:7][CH:2]([CH3:1])[CH2:3][CH2:4]2)=[CH:17][CH:16]=1 |f:1.2.3,4.5.6|. Procedure details: Dissolve 15.5 g (0.0520 mol) of 4-methyl-1-[3-[(4-nitrophenyl)thio]propyl]piperidine in 150 mL of ethanol. Add 59.3 g (0.26 mol) of tin(II) chloride dihydrate and heat mixture to reflux for 5 h. After 5 h, cool the reaction mixture to room temperature. Pour reaction mixture over 100 g of potassium carbonate and dilute with 500 mL of water and 500 mL of ethyl acetate. Filter this suspension through celite and separate the layers. Extract the aqueous layer with 3×300 mL of ethyl acetate. Combine o... The reactants are O1C(CCCC1)OC1C=2N(C(NC1)=O)C1=C(C2)C=CC=N1 (6,7,8,9-Tetrahydro6-(2,3,5,6-tetrahydropyran-2-yl)oxypyrido[3′,2′:4,5]pyrrolo[1,2-c]pyrimidin-9-one). Run in C(Cl)Cl (CH2Cl2). Run at time 45 minute. Yields the product OC1C=2N(C(NC1)=O)C1=C(C2)C=CC=N1 (6,7,8,9-Tetrahydro-6-hydroxypyrido[3′,2′:4,5]pyrrolo[1,2-c]pyrimidin-9one). Isolated yield 117.2%. Reaction SMILES: O1CCCCC1[O:7][CH:8]1[CH2:13][NH:12][C:11](=[O:14])[N:10]2[C:15]3[N:21]=[CH:20][CH:19]=[CH:18][C:16]=3[CH:17]=[C:9]12>C(Cl)Cl>[OH:7][CH:8]1[CH2:13][NH:12][C:11](=[O:14])[N:10]2[C:15]3[N:21]=[CH:20][CH:19]=[CH:18][C:16]=3[CH:17]=[C:9]12. Procedure details: To a solution of 10a (6 g, 21 mmol) in CH2Cl2 (400 ml) 4N aq. HCl (400 ml) was added. After 45 min. stirring at room temperature the two layers were separated. The organic solution was extracted with 4N aq. HCl. The aqueous solution was filtered and evaporated to obtain 6,7,8,9-Tetrahydro-6-hydroxypyrido[3′,2′:4,5]pyrrolo[1,2-c]pyrimidin-9one (5 g, 100%) as hydrochloride salt as a light orange solid.